From a dataset of the Open Reaction Database (ORD), a public repository of structured organic reaction records. describe an organic reaction: reactants, conditions, products, and yield The reactants are O=C(O)C(CC1CCCCC1)N1Cc2ccccc2C1=O, O=C(Nc1nccs1)C(CC1CCCCC1)N1Cc2ccccc2C1=O, Nc1ccc(Br)cn1. Product: O=C(Nc1ccc(Br)cn1)C(CC1CCCCC1)N1Cc2ccccc2C1=O. As a reaction SMILES: [CH:1]1([CH2:7][CH:8]([C:9](=[O:10])[OH:11])[N:12]2[C:13](=[O:21])[c:14]3[cH:15][cH:16][cH:17][cH:18][c:19]3[CH2:20]2)[CH2:2][CH2:3][CH2:4][CH2:5][CH2:6]1.[CH:30]1([CH2:31][CH:32]([N:33]2[CH2:34][c:35]3[c:36]([cH:37][cH:38][cH:39][cH:40]3)[C:41]2=[O:42])[C:43]([NH:44][c:45]2[s:46][cH:47][cH:48][n:49]2)=[O:50])[CH2:51][CH2:52][CH2:53][CH2:54][CH2:55]1.[NH2:22][c:23]1[n:24][cH:25][c:26]([Br:29])[cH:27][cH:28]1>>[CH:1]1([CH2:7][CH:8]([C:9](=[O:11])[NH:22][c:23]2[n:24][cH:25][c:26]([Br:29])[cH:27][cH:28]2)[N:12]2[C:13](=[O:21])[c:14]3[cH:15][cH:16][cH:17][cH:18][c:19]3[CH2:20]2)[CH2:2][CH2:3][CH2:4][CH2:5][CH2:6]1. The reactants are BrC=1C=C2C(=NC1)C=NN2C (6-bromo-1-methyl-1H-pyrazolo[4,3-b]pyridine), B1(OC(C(O1)(C)C)(C)C)B2OC(C(O2)(C)C)(C)C (bis(pinacolato)diboron), ClCCl (dichloromethane), C(C)(=O)[O-].[K+] (potassium acetate), C(C(C)(C)C)(=O)OC[C@@H](OC(C)(C)C)C1=C(C2=C(N=C(S2)Br)C=C1C)C1=CC=C(C=C1)Cl ((S)-2-(2-bromo-7-(4-chlorophenyl)-5-methylbenzo[d]thiazol-6-yl)-2-tert-butoxyethyl pivalate), C(=O)([O-])[O-].[K+].[K+] (K2CO3). Reagents/catalysts: C=1C=CC(=CC1)[P](C=2C=CC=CC2)(C=3C=CC=CC3)[Pd]([P](C=4C=CC=CC4)(C=5C=CC=CC5)C=6C=CC=CC6)([P](C=7C=CC=CC7)(C=8C=CC=CC8)C=9C=CC=CC9)[P](C=1C=CC=CC1)(C=1C=CC=CC1)C=1C=CC=CC1 (tetrakis(triphenylphosphine)palladium(0)). Solvent: O1CCOCC1 (dioxane), O (water). Conditions: temperature 100 celsius. Yields the product C(C(C)(C)C)(=O)OC[C@H](C1=C(C2=C(N=C(S2)C=2C=C3C(=NC2)C=NN3C)C=C1C)C1=CC=C(C=C1)Cl)OC(C)(C)C ((S)-2-tert-butoxy-2-(7-(4-chlorophenyl)-5-methyl-2-(1-methyl-1H-pyrazolo[4,3-b]pyridine-6-yl)benzo[d]thiazol-6-yl)ethyl pivalate). Reaction SMILES: Br[C:2]1[CH:3]=[C:4]2[N:10]([CH3:11])[N:9]=[CH:8][C:5]2=[N:6][CH:7]=1.B1(B2OC(C)(C)C(C)(C)O2)OC(C)(C)C(C)(C)O1.ClCCl.C([O-])(=O)C.[K+].[C:38]([O:44][CH2:45][C@H:46]([C:52]1[C:61]([CH3:62])=[CH:60][C:55]2[N:56]=[C:57](Br)[S:58][C:54]=2[C:53]=1[C:63]1[CH:68]=[CH:67][C:66]([Cl:69])=[CH:65][CH:64]=1)[O:47][C:48]([CH3:51])([CH3:50])[CH3:49])(=[O:43])[C:39]([CH3:42])([CH3:41])[CH3:40].C([O-])([O-])=O.[K+].[K+]>O1CCOCC1.C1C=CC([P]([Pd]([P](C2C=CC=CC=2)(C2C=CC=CC=2)C2C=CC=CC=2)([P](C2C=CC=CC=2)(C2C=CC=CC=2)C2C=CC=CC=2)[P](C2C=CC=CC=2)(C2C=CC=CC=2)C2C=CC=CC=2)(C2C=CC=CC=2)C2C=CC=CC=2)=CC=1.O>[C:38]([O:44][CH2:45][C@@H:46]([O:47][C:48]([CH3:51])([CH3:50])[CH3:49])[C:52]1[C:61]([CH3:62])=[CH:60][C:55]2[N:56]=[C:57]([C:2]3[CH:3]=[C:4]4[N:10]([CH3:11])[N:9]=[CH:8][C:5]4=[N:6][CH:7]=3)[S:58][C:54]=2[C:53]=1[C:63]1[CH:64]=[CH:65][C:66]([Cl:69])=[CH:67][CH:68]=1)(=[O:43])[C:39]([CH3:41])([CH3:40])[CH3:42] |f:3.4,6.7.8,^1:85,87,106,125|. Procedure: To a solution of 6-bromo-1-methyl-1H-pyrazolo[4,3-b]pyridine (20 mg, 0.094 mmol) in dioxane (2 mL) was added bis(pinacolato)diboron (29 mg, 0.113 mmol), [1,1′-Bis(diphenylphosphino)ferrocene]dichloropalladium(II) complex with dichloromethane (8 mg, 0.0094 mmol), potassium acetate (19 mg, 0.189 mmol). The mixture was degassed and heated at 100° C. for 2 h. The mixture was cooled, and then added (S)-2-(2-bromo-7-(4-chlorophenyl)-5-methylbenzo[d]thiazol-6-yl)-2-tert-butoxyethyl pivalate (25 mg, 0.0... Reactants: [Si](C)(C)(C(C)(C)C)OCC=1C=C2C=CC(=CC2=CC1)CCCO (3-(6-t-butyldimethylsilyloxymethylnaphthalen-2-yl)propan-1-ol), S(=S)(=O)([O-])[O-].[Na+].[Na+] (sodium thiosulfate), C([O-])(O)=O.[Na+] (sodium bicarbonate), CC(=O)OI1(C=2C=CC=CC2C(=O)O1)(OC(=O)C)OC(=O)C (Dess-Martin periodinane). Solvent: ClCCl (dichloromethane). Reaction conditions: time 2 hour. Yields the product [Si](C)(C)(C(C)(C)C)OCC=1C=C2C=CC(=CC2=CC1)CCC=O (3-(6-t-butyldimethylsilyloxymethylnaphthalen-2-yl)propionaldehyde). Yield: 83.6%. RXN SMILES: [Si:1]([O:8][CH2:9][C:10]1[CH:11]=[C:12]2[C:17](=[CH:18][CH:19]=1)[CH:16]=[C:15]([CH2:20][CH2:21][CH2:22][OH:23])[CH:14]=[CH:13]2)([C:4]([CH3:7])([CH3:6])[CH3:5])([CH3:3])[CH3:2].CC(OI1(OC(C)=O)(OC(C)=O)OC(=O)C2C=CC=CC1=2)=O.S([O-])([O-])(=O)=S.[Na+].[Na+].C(=O)(O)[O-].[Na+]>ClCCl>[Si:1]([O:8][CH2:9][C:10]1[CH:11]=[C:12]2[C:17](=[CH:18][CH:19]=1)[CH:16]=[C:15]([CH2:20][CH2:21][CH:22]=[O:23])[CH:14]=[CH:13]2)([C:4]([CH3:7])([CH3:6])[CH3:5])([CH3:3])[CH3:2] |f:2.3.4,5.6|. Reported procedure: The compound (1.18 g) obtained in Example 121-6 was dissolved in anhydrous dichloromethane (25 ml) and added with Dess-Martin periodinane (1.82 g), followed by stirring at room temperature for 2 hours. After completion of the reaction, a sodium thiosulfate aqueous solution and a saturated aqueous sodium bicarbonate solution were added to the solution, and the whole was stirred. Then, the solution was extracted with chloroform and the extract was then washed with an aqueous mixture solution of a ... Reactants: C1(=CC=CC=C1)CCC1NCCC2=CC(=C(C=C12)OC)OC (1-(2-Phenyl-ethyl)-6,7-dimethoxy-1,2,3,4-tetrahydroisoquinoline), BrCC(=O)Br (2-bromoacetyl bromide), FC1=C(CN)C=CC=C1 (2-fluorobenzylamine). Product: C1(=CC=CC=C1)CCC1N(CCC2=CC(=C(C=C12)OC)OC)CC(=O)NCC1=C(C=CC=C1)F (2-[1-(2-Phenyl-ethyl)-6,7-dimethoxy-3,4-dihydro-1H-isoquinolin-2-yl]-N-(2-fluoro-benzyl)-acetamide). RXN SMILES: [C:1]1([CH2:7][CH2:8][CH:9]2[C:18]3[C:13](=[CH:14][C:15]([O:21][CH3:22])=[C:16]([O:19][CH3:20])[CH:17]=3)[CH2:12][CH2:11][NH:10]2)[CH:6]=[CH:5][CH:4]=[CH:3][CH:2]=1.Br[CH2:24][C:25](Br)=[O:26].[F:28][C:29]1[CH:36]=[CH:35][CH:34]=[CH:33][C:30]=1[CH2:31][NH2:32]>>[C:1]1([CH2:7][CH2:8][CH:9]2[C:18]3[C:13](=[CH:14][C:15]([O:21][CH3:22])=[C:16]([O:19][CH3:20])[CH:17]=3)[CH2:12][CH2:11][N:10]2[CH2:24][C:25]([NH:32][CH2:31][C:30]2[CH:33]=[CH:34][CH:35]=[CH:36][C:29]=2[F:28])=[O:26])[CH:2]=[CH:3][CH:4]=[CH:5][CH:6]=1. Procedure: prepared by reaction of 1-(2-Phenyl-ethyl)-6,7-dimethoxy-1,2,3,4-tetrahydroisoquinoline and 2-bromoacetyl bromide with 2-fluorobenzylamine The reactants are C(C)(C)OC1=CC=CC(=N1)C1=CN(C2=CC=C(C=C12)C=1SC(=NN1)S(=O)(=O)C)S(=O)(=O)C1=CC=C(C)C=C1 (2-(3-(6-isopropoxypyridin-2-yl)-1-tosyl-1H-indol-5-yl)-5-(methylsulfonyl)-1,3,4-thiadiazole), C(C)(C)(C)OC(=O)N[C@H]1CNCC1 ((3R)-(+)-3-(tert-butoxycarbonylamino)pyrrolidine). The solvent is O1CCOCC1 (dioxane). Product: C(C)(C)OC1=CC=CC(=N1)C1=CN(C2=CC=C(C=C12)C1=NN=C(S1)N1C[C@@H](CC1)NC(OC(C)(C)C)=O)S(=O)(=O)C1=CC=C(C)C=C1 ((R)-tert-butyl 1-(5-(3-(6-isopropoxypyridin-2-yl)-1-tosyl-1H-indol-5-yl)-1,3,4-thiadiazol-2-yl)pyrrolidin-3-ylcarbamate). The yield is 74.6%. Reaction SMILES: [CH:1]([O:4][C:5]1[N:10]=[C:9]([C:11]2[C:19]3[C:14](=[CH:15][CH:16]=[C:17]([C:20]4[S:21][C:22](S(C)(=O)=O)=[N:23][N:24]=4)[CH:18]=3)[N:13]([S:29]([C:32]3[CH:38]=[CH:37][C:35]([CH3:36])=[CH:34][CH:33]=3)(=[O:31])=[O:30])[CH:12]=2)[CH:8]=[CH:7][CH:6]=1)([CH3:3])[CH3:2].[C:39]([O:43][C:44]([NH:46][C@@H:47]1[CH2:51][CH2:50][NH:49][CH2:48]1)=[O:45])([CH3:42])([CH3:41])[CH3:40]>O1CCOCC1>[CH:1]([O:4][C:5]1[N:10]=[C:9]([C:11]2[C:19]3[C:14](=[CH:15][CH:16]=[C:17]([C:20]4[S:21][C:22]([N:49]5[CH2:50][CH2:51][C@@H:47]([NH:46][C:44](=[O:45])[O:43][C:39]([CH3:41])([CH3:40])[CH3:42])[CH2:48]5)=[N:23][N:24]=4)[CH:18]=3)[N:13]([S:29]([C:32]3[CH:38]=[CH:37][C:35]([CH3:36])=[CH:34][CH:33]=3)(=[O:30])=[O:31])[CH:12]=2)[CH:8]=[CH:7][CH:6]=1)([CH3:3])[CH3:2]. Reported procedure: A yellow solution of 2-(3-(6-isopropoxypyridin-2-yl)-1-tosyl-1H-indol-5-yl)-5-(methylsulfonyl)-1,3,4-thiadiazole (107.4 mg, 0.189 mmol) and (3R)-(+)-3-(tert-butoxycarbonylamino)pyrrolidine (TCI America, Portland, Oreg.; 141 mg, 0.755 mmol) in dioxane (1.0 mL) was heated in an open microwave vial at 90° C. for 2 days. Chromatographic purification of the resulting dry residue (silica gel, 0-100% EtOAc/Hex) furnished (R)-tert-butyl 1-(5-(3-(6-isopropoxypyridin-2-yl)-1-tosyl-1H-indol-5-yl)-1,3,4-thi...